From a dataset of the Open Reaction Database (ORD), a public repository of structured organic reaction records. describe an organic reaction: reactants, conditions, products, and yield The reactants are CCN(C(C)C)C(C)C, CNC, Cl, CN(C)C=O, O=C(O)c1cccc2[nH]cnc12. Product: CN(C)C(=O)c1cccc2[nH]cnc12. RXN SMILES: [CH2:17]([N:18]([CH:19]([CH3:20])[CH3:21])[CH:22]([CH3:23])[CH3:24])[CH3:25].[CH3:14][NH:15][CH3:16].[ClH:1].[O:26]=[CH:27][N:28]([CH3:29])[CH3:30].[nH:2]1[cH:3][n:4][c:5]2[c:6]1[cH:7][cH:8][cH:9][c:10]2[C:11](=[O:12])[OH:13]>>[nH:2]1[cH:3][n:4][c:5]2[c:6]1[cH:7][cH:8][cH:9][c:10]2[C:11](=[O:13])[N:15]([CH3:14])[CH3:16].